From a dataset of the Open Reaction Database (ORD), a public repository of structured organic reaction records. describe an organic reaction: reactants, conditions, products, and yield Starting materials: CC#N, CC(C)c1cccc(C(C)C)c1N=C=O, Nc1nc(-c2ccccc2)ns1. The product is CC(C)c1cccc(C(C)C)c1NC(=O)Nc1nc(-c2ccccc2)ns1. Reaction SMILES: [CH3:28][C:29]#[N:30].[CH:1]([CH3:2])([CH3:3])[c:4]1[c:5]([N:13]=[C:14]=[O:15])[c:6]([CH:10]([CH3:11])[CH3:12])[cH:7][cH:8][cH:9]1.[NH2:16][c:17]1[n:18][c:19](-[c:22]2[cH:23][cH:24][cH:25][cH:26][cH:27]2)[n:20][s:21]1>>[CH:1]([CH3:2])([CH3:3])[c:4]1[c:5]([NH:13][C:14](=[O:15])[NH:16][c:17]2[n:18][c:19](-[c:22]3[cH:23][cH:24][cH:25][cH:26][cH:27]3)[n:20][s:21]2)[c:6]([CH:10]([CH3:11])[CH3:12])[cH:7][cH:8][cH:9]1. Reactants: FC(S(=O)(=O)OC=1C(=CC(=C2C=CC=NC12)Cl)C(C)=O)(F)F (7-Acetyl-5-chloroquinolin-8-yl trifluoromethanesulfonate), Cl.Cl.C1(CCC1)N1CCNCC1 (1-cyclobutylpiperazine dihydrochloride), C([O-])([O-])=O.[Cs+].[Cs+] (cesium carbonate). Reagents/catalysts: C(C)(=O)[O-].[Pd+2].C(C)(=O)[O-] (palladium acetate), C1=CC=C(C=C1)P(C2=CC=CC=C2)C3=C(C4=CC=CC=C4C=C3)C5=C(C=CC6=CC=CC=C65)P(C7=CC=CC=C7)C8=CC=CC=C8 ((S)-(−)-2,2′-bis(diphenylphosphino)-1,1′-binaphthyl). Run in O1CCCC1 (tetrahydrofuran), ClCCl (dichloromethane). Conditions: temperature 65 celsius. Yields the product ClC1=C2C=CC=NC2=C(C(=C1)C(C)=O)N1CCN(CC1)C1CCC1 (1-[5-Chloro-8-(4-cyclobutylpiperazin-1-yl)quinolin-7-yl]ethanone). Yield: 59.2%. RXN SMILES: FC(F)(F)S(O[C:7]1[C:8]([C:18](=[O:20])[CH3:19])=[CH:9][C:10]([Cl:17])=[C:11]2[C:16]=1[N:15]=[CH:14][CH:13]=[CH:12]2)(=O)=O.Cl.Cl.[CH:25]1([N:29]2[CH2:34][CH2:33][NH:32][CH2:31][CH2:30]2)[CH2:28][CH2:27][CH2:26]1.C(=O)([O-])[O-].[Cs+].[Cs+]>O1CCCC1.ClCCl.C([O-])(=O)C.[Pd+2].C([O-])(=O)C.C1C=CC(P(C2C=CC3C(=CC=CC=3)C=2C2C3C(=CC=CC=3)C=CC=2P(C2C=CC=CC=2)C2C=CC=CC=2)C2C=CC=CC=2)=CC=1>[Cl:17][C:10]1[CH:9]=[C:8]([C:18](=[O:20])[CH3:19])[C:7]([N:32]2[CH2:33][CH2:34][N:29]([CH:25]3[CH2:28][CH2:27][CH2:26]3)[CH2:30][CH2:31]2)=[C:16]2[C:11]=1[CH:12]=[CH:13][CH:14]=[N:15]2 |f:1.2.3,4.5.6,9.10.11|. Procedure: A stirred mixture of 7-acetyl-5-chloroquinolin-8-yl trifluoromethanesulfonate (0.12 g, 0.34 mmol, from Example 47, Step 2), 1-cyclobutylpiperazine dihydrochloride (0.087 g, 0.41 mmol), palladium acetate (1.5 mg, 0.0068 mmol), (S)-(−)-2,2′-bis(diphenylphosphino)-1,1′-binaphthyl (6.3 mg, 0.010 mmol), and cesium carbonate (0.44 g, 1.4 mmol) in tetrahydrofuran (3 mL) was heated at 65° C. overnight. The mixture was cooled, diluted with dichloromethane and filtered. The filtrate was washed with brine,... Reactants: CCOC(C)=O, CC(C)(C)OC(=O)NCCNc1c([N+](=O)[O-])cnc2cccnc12. Yields the product CC(C)(C)OC(=O)NCCNc1c(N)cnc2cccnc12. As a reaction SMILES: [CH3:25][CH2:26][O:27][C:28](=[O:29])[CH3:30].[N+:1]([O-:2])(=[O:3])[c:4]1[cH:5][n:6][c:7]2[cH:8][cH:9][cH:10][n:11][c:12]2[c:13]1[NH:14][CH2:15][CH2:16][NH:17][C:18]([O:19][C:20]([CH3:21])([CH3:22])[CH3:23])=[O:24]>>[NH2:1][c:4]1[cH:5][n:6][c:7]2[cH:8][cH:9][cH:10][n:11][c:12]2[c:13]1[NH:14][CH2:15][CH2:16][NH:17][C:18]([O:19][C:20]([CH3:21])([CH3:22])[CH3:23])=[O:24]. The product is C(C)(C)C1=[N+](C=CC=C1CCl)[O-] (2-isopropyl-3-chloromethylpyridine-N-oxide). As a reaction SMILES: [CH:1]([C:4]1[C:9]([CH2:10][Cl:11])=[CH:8][CH:7]=[CH:6][N:5]=1)([CH3:3])[CH3:2].ClC1C=CC=C(C(OO)=[O:20])C=1>C(Cl)(Cl)Cl>[CH:1]([C:4]1[C:9]([CH2:10][Cl:11])=[CH:8][CH:7]=[CH:6][N+:5]=1[O-:20])([CH3:3])[CH3:2]. Procedure details: The 2-isopropyl-3-hydroxymethylpyridine (240 mg, 1.59 mmol) was dissolved in CH2Cl2 (15 mL) and cooled under nitrogen to 0° C. and thionyl chloride (1.0 mL) was slowly added and the reaction was stirred for 3 hours. The solvent was removed under reduced pressure and the residue was partitioned between CH2Cl2 and saturated sodium bicarbonate. The organic layer was dried with MgSO4, filtered and the solvent removed under reduced pressure to give the desired 2-isopropyl-3-chloromethylpyridine. The ... Run at temperature 0 celsius, time 2 hour. The solvent is C(Cl)(Cl)Cl (CHCl3). Starting materials: C(C)(C)C1=NC=CC=C1CCl (2-isopropyl-3-chloromethylpyridine), ClC1=CC(=CC=C1)C(=O)OO (m-chloroperbenzoic acid). The reactants are NC(=O)C=1C=C(C=C2C(=CNC12)C1CCN(CC1)C(=O)OC(C)(C)C)C1=CSC=C1 (1,1-dimethylethyl 4-[7-(aminocarbonyl)-5-(3-thienyl)-1H-indol-3-yl]-1-piperidinecarboxylate), Cl (HCl), N1CCC(CC1)C1=CNC2=C(C=C(C=C12)C=1SC=CC1)C(=O)N (3-(4-piperidinyl)-5-(2-thienyl)-1H-indole-7-carboxamide). The solvent is CO (MeOH). Product: N1CCC(CC1)C1=CNC2=C(C=C(C=C12)C1=CSC=C1)C(=O)N (3-(4-piperidinyl)-5-(3-thienyl)-1H-indole-7-carboxamide). Reaction SMILES: N1CCC(C2C3C(=C(C(N)=O)C=C(C4SC=CC=4)C=3)NC=2)CC1.[NH2:24][C:25]([C:27]1[CH:28]=[C:29]([C:49]2[CH:53]=[CH:52][S:51][CH:50]=2)[CH:30]=[C:31]2[C:35]=1[NH:34][CH:33]=[C:32]2[CH:36]1[CH2:41][CH2:40][N:39](C(OC(C)(C)C)=O)[CH2:38][CH2:37]1)=[O:26].Cl>CO>[NH:39]1[CH2:40][CH2:41][CH:36]([C:32]2[C:31]3[C:35](=[C:27]([C:25]([NH2:24])=[O:26])[CH:28]=[C:29]([C:49]4[CH:53]=[CH:52][S:51][CH:50]=4)[CH:30]=3)[NH:34][CH:33]=2)[CH2:37][CH2:38]1. Procedure: The title compound was prepared according to the general procedure for intermediate 17. Thus, 1,1-dimethylethyl 4-[7-(aminocarbonyl)-5-(3-thienyl)-1H-indol-3-yl]-1-piperidinecarboxylate (460 mg, 1.08 mmol) and HCl (4.0M in dioxane, 10 mL) in MeOH (5 mL) was reacted to form the desired product without further purification (260 mg, 74%). Starting materials: C1CCOC1, Nc1ccc(CCN2CCCC2)cc1, Cc1cc(C(=O)Nc2cccc(C(=O)c3ccc4c(c3)NC(=O)C4=CO)c2)n(C)n1. Yields the product Cc1cc(C(=O)Nc2cccc(C(=O)c3ccc4c(c3)NC(=O)C4=CNc3ccc(CCN4CCCC4)cc3)c2)n(C)n1. As a reaction SMILES: [CH2:45]1[O:46][CH2:47][CH2:48][CH2:49]1.[N:31]1([CH2:36][CH2:37][c:38]2[cH:39][cH:40][c:41]([NH2:44])[cH:42][cH:43]2)[CH2:32][CH2:33][CH2:34][CH2:35]1.[OH:1][CH:2]=[C:3]1[C:4](=[O:30])[NH:5][c:6]2[cH:7][c:8]([C:12](=[O:13])[c:14]3[cH:15][c:16]([NH:20][C:21](=[O:22])[c:23]4[n:24]([CH3:29])[n:25][c:26]([CH3:28])[cH:27]4)[cH:17][cH:18][cH:19]3)[cH:9][cH:10][c:11]21>>[CH:2](=[C:3]1[C:4](=[O:30])[NH:5][c:6]2[cH:7][c:8]([C:12](=[O:13])[c:14]3[cH:15][c:16]([NH:20][C:21](=[O:22])[c:23]4[n:24]([CH3:29])[n:25][c:26]([CH3:28])[cH:27]4)[cH:17][cH:18][cH:19]3)[cH:9][cH:10][c:11]21)[NH:44][c:41]1[cH:40][cH:39][c:38]([CH2:37][CH2:36][N:31]2[CH2:32][CH2:33][CH2:34][CH2:35]2)[cH:43][cH:42]1.